describe an organic reaction: reactants, conditions, products, and yield From a dataset of the Open Reaction Database (ORD), a public repository of structured organic reaction records. The reactants are CC(=O)N1CCNCC1, COC1=C(C=C(C=C1)Br)[N+](=O)[O-]. The reagents and catalysts are C(=O)([O-])[O-].[Cs+].[Cs+], CC1(C2=C(C(=CC=C2)P(C3=CC=CC=C3)C4=CC=CC=C4)OC5=C1C=CC=C5P(C6=CC=CC=C6)C7=CC=CC=C7)C, CC(=O)O.CC(=O)O.[Pd]. The solvent is C1COCCO1. Run at temperature 100 celsius. The product is CC(=O)N1CCN(CC1)C2=CC(=C(C=C2)OC)[N+](=O)[O-]. Isolated yield 29.9%. Procedure details: 4-bromo-1-methoxy-2-nitrobenzene (30 g, 129.29 mmol), 1-(piperazin-1-yl)ethanone (16.57 g, 129.29 mmol), cesium carbonate (84 g, 258.59 mmol),diacetoxypalladium (2.322 g, 10.34 mmol) and (9,9-dimethyl-9H-xanthene-4,5-diyl)bis(diphenylphosphine) (8.98 g, 15.52 mmol) in dioxane (200 mL) were degazed with nitrogen and stirred at 100°C for 1 hour.   The reaction mixture was allowed to cool to room temperature, water (1000mL) was added and mixture was filtered on celite.   The aq. layer was extracted... Reactants: C1(CC1)COC1=C(C2=C(OCO2)C=C1)C=1C2=C(N=CN1)C(=CN2)C(=O)O (4-(5-cyclopropylmethoxy-1,3-benzodioxol-4-yl)-5H-pyrrolo[3,2-d]pyrimidine-7-carboxylic acid), C(C)(C)(C)OC(=O)N1C[C@@H](CC1)N ((R)-3-amino-pyrrolidine-1-carboxylic acid tert-butyl ester). Yields the product C(C)(C)(C)OC(=O)N1C[C@@H](CC1)NC(=O)C1=CNC2=C1N=CN=C2C2=C(C=CC=1OCOC12)OCC1CC1 ((R)-3-{[4-(5-Cyclopropylmethoxy-benzo[1,3]dioxol-4-yl)-5H-pyrrolo[3,2-d]pyrimidine-7-carbonyl]-amino}-pyrrolidine-1-carboxylic acid tert-butyl ester). As a reaction SMILES: [CH:1]1([CH2:4][O:5][C:6]2[CH:14]=[CH:13][C:9]3[O:10][CH2:11][O:12][C:8]=3[C:7]=2[C:15]2[C:16]3[NH:23][CH:22]=[C:21]([C:24](O)=[O:25])[C:17]=3[N:18]=[CH:19][N:20]=2)[CH2:3][CH2:2]1.[C:27]([O:31][C:32]([N:34]1[CH2:38][CH2:37][C@@H:36]([NH2:39])[CH2:35]1)=[O:33])([CH3:30])([CH3:29])[CH3:28]>>[C:27]([O:31][C:32]([N:34]1[CH2:38][CH2:37][C@@H:36]([NH:39][C:24]([C:21]2[C:17]3[N:18]=[CH:19][N:20]=[C:15]([C:7]4[C:8]5[O:12][CH2:11][O:10][C:9]=5[CH:13]=[CH:14][C:6]=4[O:5][CH2:4][CH:1]4[CH2:3][CH2:2]4)[C:16]=3[NH:23][CH:22]=2)=[O:25])[CH2:35]1)=[O:33])([CH3:30])([CH3:28])[CH3:29]. Procedure: Starting from 4-(5-cyclopropylmethoxy-1,3-benzodioxol-4-yl)-5H-pyrrolo[3,2-d]pyrimidine-7-carboxylic acid (example A67) and (R)-3-amino-pyrrolidine-1-carboxylic acid tert-butyl ester the title compound is obtained as colorless solid. Starting materials: BrC=1C=C(C=CC1)C=1N=NNN1 (5-(3-bromophenyl)-2H-tetrazole), C(C)(C)(C)OC(COC1=CC=C(C=C1)CBr)=O ((4-bromomethylphenoxy) acetic acid tert-butyl ester). The product is C(C)(C)(C)OC(COC1=CC=C(C=C1)CN1N=C(N=N1)C1=CC(=CC=C1)Br)=O ({4-[5-(3-bromophenyl)tetrazol-2-ylmethyl]phenoxy}acetic acid tert-butyl ester). The yield is 84.6%. Reaction SMILES: [Br:1][C:2]1[CH:3]=[C:4]([C:8]2[N:9]=[N:10][NH:11][N:12]=2)[CH:5]=[CH:6][CH:7]=1.[C:13]([O:17][C:18](=[O:29])[CH2:19][O:20][C:21]1[CH:26]=[CH:25][C:24]([CH2:27]Br)=[CH:23][CH:22]=1)([CH3:16])([CH3:15])[CH3:14]>>[C:13]([O:17][C:18](=[O:29])[CH2:19][O:20][C:21]1[CH:26]=[CH:25][C:24]([CH2:27][N:10]2[N:11]=[N:12][C:8]([C:4]3[CH:5]=[CH:6][CH:7]=[C:2]([Br:1])[CH:3]=3)=[N:9]2)=[CH:23][CH:22]=1)([CH3:16])([CH3:15])[CH3:14]. Procedure: This reaction was carried out as described in Example D2, Step (a) using 5-(3-bromophenyl)-2H-tetrazole (0.87 g, 2.89 mmol) and (4-bromomethylphenoxy) acetic acid tert-butyl ester (0.50 g, 2.22 mmol) in place of (4-bromo-methylbenzyl) phosphonic acid dimethyl ester. This afforded 0.85 g of light oil (84.6% yield) NMR (CDCl3); 8.28 (s, 1H), 8.07–8.05 (d, 1H), 7.58–7.55 (d, 1H), 7.38–7.31 (m, 3H), 6.90–6.88 (d, 2H), 5.72 (s, 2H), 4.50 (s, 2H), 1.48 (s, 9H) Reactants: ClC1=CC=CC2=C1CN(CC=1N2C(NC1C#C[Si](C)(C)C)=O)C (7-chloro-4,5-dihydro-5-methyl-3-[(trimethylsilyl)ethynyl]-6H-imidazo[1,5-a][1,4]benzodiazepine--one), [OH-].[K+] (potassium hydroxide). Solvent: CO (methanol), CO (methanol). The product is ClC1=CC=CC2=C1C(N(CC=1N2C=NC1C#C)C)=O (7-chloro-3-ethynyl-4,5-dihydro-5-methyl-6H-imidazo[1,5-a][1,4]benzodiazepin-6-one). RXN SMILES: [Cl:1][C:2]1[C:7]2[CH2:8][N:9]([CH3:23])[CH2:10][C:11]3[N:12]([C:13](=O)[NH:14][C:15]=3[C:16]#[C:17][Si](C)(C)C)[C:6]=2[CH:5]=[CH:4][CH:3]=1.[OH-:24].[K+]>CO>[Cl:1][C:2]1[C:7]2[C:8](=[O:24])[N:9]([CH3:23])[CH2:10][C:11]3[N:12]([CH:13]=[N:14][C:15]=3[C:16]#[CH:17])[C:6]=2[CH:5]=[CH:4][CH:3]=1 |f:1.2|. Procedure details: 12.7 g (37 mmol) of 7-chloro-4,5-dihydro-5-methyl-3-[(trimethylsilyl)ethynyl]-6H-imidazo[1,5-a][1,4]benzodiazepine--one was dissolved in 40 ml of methanol and treated with 40 ml of 1N potassium hydroxide solution. After stirring for 1 hour the methanol was distilled off and the aqueous suspension was cooled and suction filtered. After drying there was obtained 7-chloro-3-ethynyl-4,5-dihydro-5-methyl-6H-imidazo[1,5-a][1,4]benzodiazepin-6-one of melting point 194°-195°. Starting materials: O1CCOCC1.Cl (hydrogen chloride-1,4-dioxane), C(C)(C)(C)OC(=O)N1C(=NC2=C1C=CC=C2N)NCC2CCN(CC2)CC2=CC=CC1=CC=CC=C21 (4-amino-2-[(1-naphthalen-1-ylmethyl-piperidin-4-ylmethyl)-amino]-benzimidazole-1-carboxylic acid tert-butyl ester), C(C)(C)N=C=NC(C)C (diisopropylcarbodiimide), O.ON1N=NC2=C1C=CC=C2 (1-hydroxybenzotriazole monohydrate), C(C)(=O)NCCC(=O)O (3-acetylaminopropionic acid). The solvent is O1CCCC1 (tetrahydrofuran). Run at time 8 hour. The product is C(C)(=O)NCCC(=O)NC1=CC=CC=2NC(=NC21)NCC2CCN(CC2)CC2=CC=CC1=CC=CC=C21 (3-acetylamino-N-{2-[(1-naphthalen-1-ylmethyl-piperidin-4-ylmethyl)-amino]-1H-benzimidazol-4-yl}-propionamide). RXN SMILES: C(O[C:6]([N:8]1[C:12]2[CH:13]=[CH:14][CH:15]=[C:16]([NH2:17])[C:11]=2[N:10]=[C:9]1[NH:18][CH2:19][CH:20]1[CH2:25][CH2:24][N:23]([CH2:26][C:27]2[C:36]3[C:31](=[CH:32][CH:33]=[CH:34][CH:35]=3)[CH:30]=[CH:29][CH:28]=2)[CH2:22][CH2:21]1)=[O:7])(C)(C)C.C(N=C=NC(C)C)(C)C.O.ON1C2C=CC=CC=2N=N1.[C:57]([NH:60][CH2:61][CH2:62]C(O)=O)(=[O:59])[CH3:58].O1CCOCC1.Cl>O1CCCC1>[C:57]([NH:60][CH2:61][CH2:62][C:6]([NH:8][C:12]1[C:11]2[N:10]=[C:9]([NH:18][CH2:19][CH:20]3[CH2:21][CH2:22][N:23]([CH2:26][C:27]4[C:28]5[C:33](=[CH:32][CH:31]=[CH:30][CH:29]=5)[CH:34]=[CH:35][CH:36]=4)[CH2:24][CH2:25]3)[NH:17][C:16]=2[CH:15]=[CH:14][CH:13]=1)=[O:7])(=[O:59])[CH3:58] |f:2.3,5.6|. Reported procedure: After dissolving 4-amino-2-[(1-naphthalen-1-ylmethyl-piperidin-4-ylmethyl)-amino]-benzimidazole-1-carboxylic acid tert-butyl ester (0.02 mmol) in tetrahydrofuran (1 ml), diisopropylcarbodiimide (0.05 mmol), 1-hydroxybenzotriazole monohydrate (0.05 mmol) and 3-acetylaminopropionic acid (0.05 mmol) were added and the mixture was stirred at room temperature overnight. After adding a 4N hydrogen chloride-1,4-dioxane solution (1 ml) to the reaction mixture, it was stirred at 50° C. for 1 hour, the so... Starting materials: CCC(CC=C(Br)Br)n1cc(-c2ncnc3c2ccn3COCC[Si](C)(C)C)cn1, C1CCOC1, [Li]CCCC, CCCCCC, Cl, O. The product is C#CCC(CC)n1cc(-c2ncnc3c2ccn3COCC[Si](C)(C)C)cn1. RXN SMILES: [Br:1][C:2](=[CH:3][CH2:4][CH:5]([CH2:6][CH3:7])[n:8]1[n:9][cH:10][c:11](-[c:13]2[c:14]3[c:15]([n:16][cH:17][n:18]2)[n:19]([CH2:22][O:23][CH2:24][CH2:25][Si:26]([CH3:27])([CH3:28])[CH3:29])[cH:20][cH:21]3)[cH:12]1)[Br:30].[CH2:31]1[O:32][CH2:33][CH2:34][CH2:35]1.[CH2:36]([Li:37])[CH2:38][CH2:39][CH3:40].[CH3:43][CH2:44][CH2:45][CH2:46][CH2:47][CH3:48].[ClH:42].[OH2:41]>>[CH:2]#[C:3][CH2:4][CH:5]([CH2:6][CH3:7])[n:8]1[n:9][cH:10][c:11](-[c:13]2[c:14]3[c:15]([n:16][cH:17][n:18]2)[n:19]([CH2:22][O:23][CH2:24][CH2:25][Si:26]([CH3:27])([CH3:28])[CH3:29])[cH:20][cH:21]3)[cH:12]1. The reactants are CN(C)CCN(C)c1nc2ccc(NC(=O)c3ccc(I)cc3)cc2s1, COc1ccc(B(O)O)cc1. The product is COc1ccc(-c2ccc(C(=O)Nc3ccc4nc(N(C)CCN(C)C)sc4c3)cc2)cc1. As a reaction SMILES: [CH3:1][N:2]([CH2:3][CH2:4][N:5]([c:6]1[s:7][c:8]2[c:9]([n:10]1)[cH:11][cH:12][c:13]([NH:15][C:16]([c:17]1[cH:18][cH:19][c:20]([I:23])[cH:21][cH:22]1)=[O:24])[cH:14]2)[CH3:25])[CH3:26].[CH3:27][O:28][c:29]1[cH:30][cH:31][c:32]([B:35]([OH:36])[OH:37])[cH:33][cH:34]1>>[CH3:1][N:2]([CH2:3][CH2:4][N:5]([c:6]1[s:7][c:8]2[c:9]([n:10]1)[cH:11][cH:12][c:13]([NH:15][C:16]([c:17]1[cH:18][cH:19][c:20](-[c:32]3[cH:31][cH:30][c:29]([O:28][CH3:27])[cH:34][cH:33]3)[cH:21][cH:22]1)=[O:24])[cH:14]2)[CH3:25])[CH3:26]. Starting materials: O=C[C@H](O)[C@H](O)[C@H](O)CO (D-ribose), CO (methanol). The product is O(C1[C@H](O)[C@H](O)[C@H](O1)CO)C (1-methyl D-ribofuranoside). RXN SMILES: [O:1]=[CH:2][C@@H:3]([C@@H:5]([C@@H:7]([CH2:9][OH:10])[OH:8])[OH:6])[OH:4].[CH3:11]O>>[O:1]([CH3:11])[CH:2]1[O:8][C@H:7]([CH2:9][OH:10])[C@@H:5]([OH:6])[C@H:3]1[OH:4]. Procedure details: reacting D-ribose with an acidic solution of methanol to form 1-methyl D-ribofuranoside; Reactants: Clc1ccc2ncc(Br)n2n1, CO, ClCCl, NCCCN1CCCC1=O, [NH4+], [OH-]. The product is O=C1CCCN1CCCNc1ccc2ncc(Br)n2n1. As a reaction SMILES: [Br:1][c:2]1[cH:3][n:4][c:5]2[n:6]1[n:7][c:8]([Cl:11])[cH:9][cH:10]2.[CH3:25][OH:26].[Cl:22][CH2:23][Cl:24].[NH2:12][CH2:13][CH2:14][CH2:15][N:16]1[C:17](=[O:21])[CH2:18][CH2:19][CH2:20]1.[NH4+:28].[OH-:27]>>[Br:1][c:2]1[cH:3][n:4][c:5]2[n:6]1[n:7][c:8]([NH:12][CH2:13][CH2:14][CH2:15][N:16]1[C:17](=[O:21])[CH2:18][CH2:19][CH2:20]1)[cH:9][cH:10]2.